From a dataset of the Open Reaction Database (ORD), a public repository of structured organic reaction records. describe an organic reaction: reactants, conditions, products, and yield The reactants are CON(C(=O)C=1N=CN(C1)C1=CC(=CC=C1)C=1C(=NC=CC1F)F)C (1-[3-(2,4-Difluoro-pyridin-3-yl)-phenyl]-1H-imidazole-4-carboxylic acid methoxy-methyl-amide), BrC1=C(C=CC=C1)OC (2-bromoanisole). Product: FC1=NC=CC(=C1C=1C=C(C=CC1)N1C=NC(=C1)C(=O)C1=C(C=CC=C1)OC)F ({1-[3-(2,4-Difluoro-pyridin-3-yl)-phenyl]-1H-imidazol-4-yl}-(2-methoxy-phenyl)-methanone). RXN SMILES: CON(C)[C:4]([C:6]1[N:7]=[CH:8][N:9]([C:11]2[CH:16]=[CH:15][CH:14]=[C:13]([C:17]3[C:18]([F:24])=[N:19][CH:20]=[CH:21][C:22]=3[F:23])[CH:12]=2)[CH:10]=1)=[O:5].Br[C:27]1[CH:32]=[CH:31][CH:30]=[CH:29][C:28]=1[O:33][CH3:34]>>[F:24][C:18]1[C:17]([C:13]2[CH:12]=[C:11]([N:9]3[CH:10]=[C:6]([C:4]([C:27]4[CH:32]=[CH:31][CH:30]=[CH:29][C:28]=4[O:33][CH3:34])=[O:5])[N:7]=[CH:8]3)[CH:16]=[CH:15][CH:14]=2)=[C:22]([F:23])[CH:21]=[CH:20][N:19]=1. Reported procedure: This compound is prepared by method C using compound 12j and 2-bromoanisole The reactants are Cl (HCl), NC=1C=C(C=C(C1C#N)OC)C1=CC=CC=C1 (3-Amino-5-methoxy-[1,1′-biphenyl]-4-carbonitrile), [OH-].[K+] (KOH), [OH-].[K+] (KOH). Solvent: CCO (EtOH). Run at temperature 100 celsius, time 18 hour. Yields the product NC=1C=C(C=C(C1C(=O)N)OC)C1=CC=CC=C1 (3-Amino-5-methoxy-[1,1′-biphenyl]-4-carboxamide). The yield is 40.4%. Reaction SMILES: [NH2:1][C:2]1[CH:3]=[C:4]([C:12]2[CH:17]=[CH:16][CH:15]=[CH:14][CH:13]=2)[CH:5]=[C:6]([O:10][CH3:11])[C:7]=1[C:8]#[N:9].[OH-:18].[K+].Cl>CCO>[NH2:1][C:2]1[CH:3]=[C:4]([C:12]2[CH:17]=[CH:16][CH:15]=[CH:14][CH:13]=2)[CH:5]=[C:6]([O:10][CH3:11])[C:7]=1[C:8]([NH2:9])=[O:18] |f:1.2|. Procedure details: A mixture of 3-amino-5-methoxy-[1,1′-biphenyl]-4-carbonitrile (4, 0.64 g, 2.86 mmol) and KOH (1.12 g, 20 mmol) in EtOH (24 mL) in a sealed tube was heated at 100° C. for 18 h. Additional KOH (0.56 g, 10 mmol) was added and heating was continued for another 18 h. After this time, the mixture was cooled to room temperature, and the pH was adjusted to ˜2 by addition of concentrated HCl. After concentration, the residue was partitioned between ethyl acetate (100 mL) and water (50 mL). The extracts w... Reactants: CC(C)(C)OC(=O)N1CCC(=O)CC1, Cc1cccnc1CN, ClCCl. Product: Cc1cccnc1CNC1CCN(C(=O)OC(C)(C)C)CC1. RXN SMILES: [C:1]([CH3:2])([CH3:3])([CH3:4])[O:5][C:6](=[O:7])[N:8]1[CH2:9][CH2:10][C:11](=[O:14])[CH2:12][CH2:13]1.[CH3:15][c:16]1[c:17]([CH2:22][NH2:23])[n:18][cH:19][cH:20][cH:21]1.[Cl:24][CH2:25][Cl:26]>>[C:1]([CH3:2])([CH3:3])([CH3:4])[O:5][C:6](=[O:7])[N:8]1[CH2:9][CH2:10][CH:11]([NH:23][CH2:22][c:17]2[c:16]([CH3:15])[cH:21][cH:20][cH:19][n:18]2)[CH2:12][CH2:13]1. Starting materials: CO (methanol), C[O-].[Na+] (sodium methoxide), C(=O)O (formic acid), Cl.NCC=1SC(=CN1)Br (2-Aminomethyl-5-bromothiazole hydrochloride). Run in C(=O)OCC (ethyl formate). Run at temperature 48 celsius, time 5 hour. Product: BrC1=CN=C(S1)CNC=O (5-bromo-2-formylaminomethylthiazole). Reaction SMILES: Cl.[NH2:2][CH2:3][C:4]1[S:5][C:6]([Br:9])=[CH:7][N:8]=1.CO.C[O-].[Na+].[CH:15](O)=[O:16]>C(OCC)=O>[Br:9][C:6]1[S:5][C:4]([CH2:3][NH:2][CH:15]=[O:16])=[N:8][CH:7]=1 |f:0.1,3.4|. Procedure: 2-Aminomethyl-5-bromothiazole hydrochloride (350 g) was dissolved in 7 L of ethyl formate. To this solution were added 296 ml of a 28% methanol solution of sodium methoxide and 173 ml of a formic acid solution. The mixture was then stirred at an internal temperature of 48° C. for 5 hr. The solvent was removed by evaporation under the reduced pressure. When precipitate occurred, ethanol was added to dissolve the precipitate. The solvent was again removed by evaporation under the reduced pressure ... Starting materials: solution, C(C)(C)(C)[Li] (tert-butyllithium), CCCCC (pentane), BrC=1C=CC(=NC1)OCCC (5-bromo-2-propoxypyridine), C(C)(C)(C)[Si](OCC=N[S@](=O)C(C)(C)C)(C)C ((R)-2-methyl-propane-2-sulfinic acid [2-(tert-butyl-dimethyl-silanyloxy)ethylidene]-amide). Run in C1CCOC1 (THF), C1CCOC1 (THF). Reaction conditions: time 30 minute. Yields the product C(C)(C)(C)[Si](OC[C@@H](C=1C=NC(=CC1)OCCC)N[S@](=O)C(C)(C)C)(C)C ((R)-2-Methyl-propane-2-sulfinic acid [(R)-2-(tert-butyl-dimethyl-silanyloxy)-1-(6-propoxy-pyridin-3-yl)-ethyl]amide). As a reaction SMILES: C([Li])(C)(C)C.CCCCC.Br[C:12]1[CH:13]=[CH:14][C:15]([O:18][CH2:19][CH2:20][CH3:21])=[N:16][CH:17]=1.[C:22]([Si:26]([CH3:38])([CH3:37])[O:27][CH2:28][CH:29]=[N:30][S@@:31]([C:33]([CH3:36])([CH3:35])[CH3:34])=[O:32])([CH3:25])([CH3:24])[CH3:23]>C1COCC1>[C:22]([Si:26]([CH3:38])([CH3:37])[O:27][CH2:28][C@H:29]([NH:30][S@@:31]([C:33]([CH3:36])([CH3:35])[CH3:34])=[O:32])[C:12]1[CH:17]=[N:16][C:15]([O:18][CH2:19][CH2:20][CH3:21])=[CH:14][CH:13]=1)([CH3:25])([CH3:24])[CH3:23]. Procedure: A 1.7 M solution of tert-butyllithium in pentane (15.2 mL, 25.8 mmol) was added drop wise to a stirring solution of 5-bromo-2-propoxypyridine IM3 (2.54 g, 11.8 mmol) dissolved in dry THF (29.4 mL) at −78° C. under Ar. The solution was subsequently stirred at this temperature for 30 min. A solution of (R)-2-methyl-propane-2-sulfinic acid [2-(tert-butyl-dimethyl-silanyloxy)ethylidene]-amide IM49 (3.26 g, 11.8 mmol) in dry THF (15 mL) was then added drop wise at −78° C. and the solution was stirred... Reactants: C(C)(=O)NCCCC(=O)C1=C(CCC(=O)O)C=C(C=C1)Cl (2-(4-acetamidobutyryl)-5-chlorohydrocinnamic acid), C(=O)(N1C=NC=C1)N1C=NC=C1 (1,1'-carbonyldiimidazole), CN1CCNCC1 (1-methylpiperazine). Run in O1CCCC1 (tetrahydrofuran). The product is ClC1=CC(=C(C(=O)CCCNC(C)=O)C=C1)CCC(=O)N1CCN(CC1)C (N-[3-[4-chloro-2-[2-[(4methyl-piperazin-1-yl)carbonyl]ethyl]-benzoyl]propyl]acetamide). As a reaction SMILES: [C:1]([NH:4][CH2:5][CH2:6][CH2:7][C:8]([C:10]1[CH:20]=[CH:19][C:18]([Cl:21])=[CH:17][C:11]=1[CH2:12][CH2:13][C:14]([OH:16])=O)=[O:9])(=[O:3])[CH3:2].C(N1C=CN=C1)(N1C=CN=C1)=O.[CH3:34][N:35]1[CH2:40][CH2:39][NH:38][CH2:37][CH2:36]1>O1CCCC1>[Cl:21][C:18]1[CH:19]=[CH:20][C:10]([C:8]([CH2:7][CH2:6][CH2:5][NH:4][C:1](=[O:3])[CH3:2])=[O:9])=[C:11]([CH2:12][CH2:13][C:14]([N:38]2[CH2:39][CH2:40][N:35]([CH3:34])[CH2:36][CH2:37]2)=[O:16])[CH:17]=1. Procedure: 3.10 g (0.01 mol) of 2-(4-acetamidobutyryl)-5-chlorohydrocinnamic acid and 1.70 g (0.011 mol) of 1,1'-carbonyldiimidazole are stirred at room temperature for 1 hour in 30 ml of tetrahydrofuran. Then, 1.2 ml (0.011 mol) of 1-methylpiperazine are added thereto at -70° and the mixture is left to warm to room temperature overnight. After concentration of the solution, the residue is extracted first with methylene chloride/2N hydrochloric acid and then with methylene chloride/concentrated aqueous amm... Procedure: To a stirred solution of 40 (200 mg, 0.59 mmol) in CH2Cl2 (10 mL) was added TFA (1 mL). The reaction was allowed to proceed overnight. Volatiles were removed under reduced pressure to leave 41 as a white solid (112 mg, 0.49 mmol, 83%). 1H-NMR (CD3OD, 400 MHz) δ 7.11 (dd, 1H), 6.33 (dd, 1H), 6.16 (m, 1H), 5.81 (d, 1H), 3.76 (s, 3H), 3.15 (t, 1H), 2.70 (t, 2H). Reactants: COC(\C=C\C=C\CC(C(=O)OC(C)(C)C)C(=O)OC(C)(C)C)=O ((E,E)-7-t-Butoxycarbonyl-octa-2,4-dienedioic acid 8-t-butyl ester 1-methyl ester), C(=O)(C(F)(F)F)O (TFA). The yield is 83.1%. Yields the product COC(\C=C\C=C\CC(C(=O)O)C(=O)O)=O ((E,E)-7-Carboxy-octa-2,4-dienedioic acid 1-methyl ester). Run at time 8 hour. RXN SMILES: [CH3:1][O:2][C:3](=[O:24])/[CH:4]=[CH:5]/[CH:6]=[CH:7]/[CH2:8][CH:9]([C:17]([O:19]C(C)(C)C)=[O:18])[C:10]([O:12]C(C)(C)C)=[O:11].C(O)(C(F)(F)F)=O>C(Cl)Cl>[CH3:1][O:2][C:3](=[O:24])/[CH:4]=[CH:5]/[CH:6]=[CH:7]/[CH2:8][CH:9]([C:10]([OH:12])=[O:11])[C:17]([OH:19])=[O:18]. Run in C(Cl)Cl (CH2Cl2).